This data is from the Open Reaction Database (ORD), a public repository of structured organic reaction records. The task is: describe an organic reaction: reactants, conditions, products, and yield Reactants: CO, O=C[O-], [NH4+], OC1CC2CN(Cc3ccccc3)CCN2C1. Yields the product OC1CC2CNCCN2C1. As a reaction SMILES: [CH3:22][OH:23].[CH:18]([O-:19])=[O:20].[NH4+:21].[OH:1][CH:2]1[CH2:3][CH:4]2[N:5]([CH2:6][CH2:7][N:8]([CH2:10][c:11]3[cH:12][cH:13][cH:14][cH:15][cH:16]3)[CH2:9]2)[CH2:17]1>>[OH:1][CH:2]1[CH2:3][CH:4]2[N:5]([CH2:6][CH2:7][NH:8][CH2:9]2)[CH2:17]1. Reactants: CCOc1c(Nc2cccnc2)c(=O)c1=O, NCCc1ccc(Oc2ccccc2)cc1. Yields the product O=c1c(NCCc2ccc(Oc3ccccc3)cc2)c(Nc2cccnc2)c1=O. As a reaction SMILES: [CH2:1]([O:2][c:4]1[c:5](=[O:16])[c:6](=[O:15])[c:7]1[NH:8][c:9]1[cH:10][n:11][cH:12][cH:13][cH:14]1)[CH3:3].[O:17]([c:18]1[cH:19][cH:20][cH:21][cH:22][cH:23]1)[c:24]1[cH:25][cH:26][c:27]([CH2:30][CH2:31][NH2:32])[cH:28][cH:29]1>>[c:4]1([NH:32][CH2:31][CH2:30][c:27]2[cH:26][cH:25][c:24]([O:17][c:18]3[cH:19][cH:20][cH:21][cH:22][cH:23]3)[cH:29][cH:28]2)[c:5](=[O:16])[c:6](=[O:15])[c:7]1[NH:8][c:9]1[cH:10][n:11][cH:12][cH:13][cH:14]1. Reactants: CCO, [K+], [OH-], CCOC(=O)C1OC1C(=O)Nc1ccccc1. Yields the product [K+], O=C([O-])C1OC1C(=O)Nc1ccccc1. RXN SMILES: [CH2:20]([OH:21])[CH3:22].[K+:19].[OH-:18].[c:1]1([NH:7][C:8]([CH:9]2[CH:10]([C:11](=[O:12])[O:13][CH2:14][CH3:15])[O:16]2)=[O:17])[cH:2][cH:3][cH:4][cH:5][cH:6]1>>[K+:19].[c:1]1([NH:7][C:8]([CH:9]2[CH:10]([C:11](=[O:12])[O-:13])[O:16]2)=[O:17])[cH:2][cH:3][cH:4][cH:5][cH:6]1. Reactants: C(C)OC(=O)C=1N=C(N(C1C(O)C1=CC=C(C=C1)Cl)C(C)C)Br (2-bromo-5-[(4-chlorophenyl)-hydroxy-methyl]-1-isopropyl-1H-imidazole-4-carboxylic acid ethyl ester), C(C)OC(=O)C=1N=C(N(C1C(O)C1=CC=C(C=C1)Cl)C(C)C)Br (2-bromo-5-[(4-chlorophenyl)-hydroxy-methyl]-1-isopropyl-1H-imidazole-4-carboxylic acid ethyl ester), ClC=1C=C(N)C=CC1 (3-chloro-aniline). The product is C(C)OC(=O)C=1N=C(N(C1C(NC1=CC(=CC=C1)Cl)C1=CC=C(C=C1)Cl)C(C)C)Br (2-Bromo-5-[(4-chloro-phenyl)-(3-chloro-phenylamino)-methyl]-1-isopropyl-1H-imidazole-4-carboxylic acid ethyl ester). Reaction SMILES: [CH2:1]([O:3][C:4]([C:6]1[N:7]=[C:8]([Br:23])[N:9]([CH:20]([CH3:22])[CH3:21])[C:10]=1[CH:11]([C:13]1[CH:18]=[CH:17][C:16]([Cl:19])=[CH:15][CH:14]=1)O)=[O:5])[CH3:2].[Cl:24][C:25]1[CH:26]=[C:27]([CH:29]=[CH:30][CH:31]=1)[NH2:28]>>[CH2:1]([O:3][C:4]([C:6]1[N:7]=[C:8]([Br:23])[N:9]([CH:20]([CH3:22])[CH3:21])[C:10]=1[CH:11]([C:13]1[CH:18]=[CH:17][C:16]([Cl:19])=[CH:15][CH:14]=1)[NH:28][C:27]1[CH:29]=[CH:30][CH:31]=[C:25]([Cl:24])[CH:26]=1)=[O:5])[CH3:2]. Reported procedure: The title compound was prepared in analogy to the procedure described for step E2 using 2-bromo-5-[(4-chloro-phenyl)-hydroxy-methyl]-1-isopropyl-1H-imidazole-4-carboxylic acid ethyl ester (intermediate B) and 3-chloro-aniline as starting materials. tR: 1.45 min (LC-MS 2); ESI-MS: 510.1/512.1 [M+H]+ (LC-MS 2).